This data is from the Open Reaction Database (ORD), a public repository of structured organic reaction records. The task is: describe an organic reaction: reactants, conditions, products, and yield Reactants: ice water, FC1=C(C(=O)Cl)C(=CC=C1)F (2,6-difluorobenzoyl chloride), [OH-].[Na+] (sodium hydroxide), O.NN (hydrazine hydrate). Run in O (water), O (water). Product: FC1=C(C(=CC=C1)F)C=1N=NC(=NN1)C1=C(C=CC=C1F)F (3,6-bis(2,6-Difluorophenyl)-1,2,4,5-tetrazine). The yield is 164.8%. Reaction SMILES: [F:1][C:2]1[CH:10]=[CH:9][CH:8]=[C:7]([F:11])[C:3]=1[C:4](Cl)=O.[OH-].[Na+].O.[NH2:15][NH2:16]>O>[F:1][C:2]1[CH:10]=[CH:9][CH:8]=[C:7]([F:11])[C:3]=1[C:4]1[N:15]=[N:16][C:4]([C:3]2[C:7]([F:11])=[CH:8][CH:9]=[CH:10][C:2]=2[F:1])=[N:15][N:16]=1 |f:1.2,3.4|. Procedure: 9.05 g of 2,6-difluorobenzoyl chloride and a solution of 2.17 g of sodium hydroxide in 7.5 ml of water are simultaneously dropped into a solution of 1.25 g of hydrazine hydrate in 25 ml of water under stirring and cooling by ice-water. After addition, the white suspension is stirred at room temperature for 2 hours. After filtration the solid product is washed with water and recrystallized from glacial acetic acid to yield 6.3 g of desired product as white crystals. Reactants: O=C(O)CSc1cc(N2C(=O)C3=C(CCCC3)C2=O)ccc1Cl, Cc1ccccc1, O, O, OC1CCCC1, Cc1ccc(S(=O)(=O)O)cc1. The product is O=C(CSc1cc(N2C(=O)C3=C(CCCC3)C2=O)ccc1Cl)OC1CCCC1. RXN SMILES: [C:1](=[O:2])([OH:3])[CH2:4][S:5][c:6]1[cH:7][c:8]([N:13]2[C:14](=[O:23])[C:15]3=[C:20]([CH2:19][CH2:18][CH2:17][CH2:16]3)[C:21]2=[O:22])[cH:9][cH:10][c:11]1[Cl:12].[CH3:43][c:44]1[cH:45][cH:46][cH:47][cH:48][cH:49]1.[OH2:30].[OH2:42].[OH:24][CH:25]1[CH2:26][CH2:27][CH2:28][CH2:29]1.[c:31]1([CH3:32])[cH:33][cH:34][c:35]([S:36]([OH:37])(=[O:38])=[O:39])[cH:40][cH:41]1>>[C:1]([O:2][CH:25]1[CH2:26][CH2:27][CH2:28][CH2:29]1)(=[O:3])[CH2:4][S:5][c:6]1[cH:7][c:8]([N:13]2[C:14](=[O:23])[C:15]3=[C:20]([CH2:19][CH2:18][CH2:17][CH2:16]3)[C:21]2=[O:22])[cH:9][cH:10][c:11]1[Cl:12]. Starting materials: CC(C)CC(C(=O)NN)C(CCCc1ccccc1)C(=O)OC(C)(C)C, CCN1CCOCC1, ClCCl, COC(=O)C(N=C=O)C(C)C. Product: CC(C)CC(C(=O)NN1C(=O)NC(C(C)C)C1=O)C(CCCc1ccccc1)C(=O)OC(C)(C)C. As a reaction SMILES: [C:1]([CH3:2])([CH3:3])([CH3:4])[O:5][C:6](=[O:7])[CH:8]([CH2:9][CH2:10][CH2:11][c:12]1[cH:13][cH:14][cH:15][cH:16][cH:17]1)[CH:18]([C:19](=[O:20])[NH:21][NH2:22])[CH2:23][CH:24]([CH3:25])[CH3:26].[CH2:38]([N:39]1[CH2:40][CH2:41][O:42][CH2:43][CH2:44]1)[CH3:45].[Cl:46][CH2:47][Cl:48].[N:27](=[C:28]=[O:29])[CH:30]([C:31](=[O:32])[O:33][CH3:34])[CH:35]([CH3:36])[CH3:37]>>[C:1]([CH3:2])([CH3:3])([CH3:4])[O:5][C:6](=[O:7])[CH:8]([CH2:9][CH2:10][CH2:11][c:12]1[cH:13][cH:14][cH:15][cH:16][cH:17]1)[CH:18]([C:19](=[O:20])[NH:21][N:22]1[C:28](=[O:29])[NH:27][CH:30]([CH:35]([CH3:36])[CH3:37])[C:31]1=[O:32])[CH2:23][CH:24]([CH3:25])[CH3:26]. Starting materials: FC1=CC=C(COC2=CC=C(C=C2)N(C2CCNCC2)CCC(C)C)C=C1 ([4-(4-Fluoro-benzyloxy)-phenyl]-(3-methyl-butyl)-piperidin-4-yl-amine), CC(CC=O)(C)C (3,3-dimethylbutyraldehyde). Product: CC(CCN1CCC(CC1)N(CCC(C)C)C1=CC=C(C=C1)OCC1=CC=C(C=C1)F)(C)C ([1-(3,3-Dimethyl-butyl)-piperidin-4-yl]-[4-(4-fluoro-benzyloxy)-phenyl]-(3-methyl-butyl)-amine). Reaction SMILES: [F:1][C:2]1[CH:27]=[CH:26][C:5]([CH2:6][O:7][C:8]2[CH:13]=[CH:12][C:11]([N:14]([CH2:21][CH2:22][CH:23]([CH3:25])[CH3:24])[CH:15]3[CH2:20][CH2:19][NH:18][CH2:17][CH2:16]3)=[CH:10][CH:9]=2)=[CH:4][CH:3]=1.[CH3:28][C:29]([CH3:34])([CH3:33])[CH2:30][CH:31]=O>>[CH3:28][C:29]([CH3:34])([CH3:33])[CH2:30][CH2:31][N:18]1[CH2:17][CH2:16][CH:15]([N:14]([C:11]2[CH:10]=[CH:9][C:8]([O:7][CH2:6][C:5]3[CH:26]=[CH:27][C:2]([F:1])=[CH:3][CH:4]=3)=[CH:13][CH:12]=2)[CH2:21][CH2:22][CH:23]([CH3:24])[CH3:25])[CH2:20][CH2:19]1. Procedure: The preparation of Example 43: [1-(3,3-Dimethyl-butyl)-piperidin-4-yl]-[4-(4-fluoro-benzyloxy)-phenyl]-(3-methyl-butyl)-amine was prepared in accordance with the methods of Step 7 in Example 40, except that [4-(4-Fluoro-benzyloxy)-phenyl]-(3-methyl-butyl)-piperidin-4-yl-amine (43c) was used instead of (4-Cyclohexylmethoxy-phenyl)-(3-methyl-butyl)-piperidin-4-yl-amine (40f) and 3,3-dimethylbutyraldehyde was used instead of isovaleraldehyde. Reactants: C[Mg+].[Br-] (MeMgBr), solution, C(C)OCC (diethyl ether), ClC1=CC(=NC=C1)C(=O)OCC (Ethyl 4-chloropyridine-2-carboxylate), C(C)OCC (diethyl ether). Reaction conditions: temperature 0 celsius, time 30 minute. Product: ClC1=CC(=NC=C1)C(C)(C)O (2-(4-chloropyridin-2-yl)propan-2-ol). Isolated yield 85.0%. As a reaction SMILES: [Cl:1][C:2]1[CH:7]=[CH:6][N:5]=[C:4](C(OCC)=O)[CH:3]=1.[CH3:13][Mg+].[Br-].C([O:18][CH2:19][CH3:20])C>>[Cl:1][C:2]1[CH:7]=[CH:6][N:5]=[C:4]([C:19]([OH:18])([CH3:20])[CH3:13])[CH:3]=1 |f:1.2|. Procedure details: Ethyl 4-chloropyridine-2-carboxylate (200 mg, 1.08 mmol) was dissolved in diethyl ether (10 ml) and cooled to 0° C. MeMgBr (1.08 ml of a 3M solution in diethyl ether, 3.24 mmol) was added dropwise and the reaction was warmed to room temperature and stirred for 30 minutes. After quenching with saturated NaHCO3 (2 ml) and diluting with diethyl ether (40 ml), the resulting mixture stirred vigorously for 30 minutes to break up the resulting solid. The mixture was washed twice with saturated NaHCO3 (... The reactants are BrC1=C2C=CN=C(C2=CC=C1OC)OC1CN2C(N(CCCCC=CC3CC3(NC(C2C1)=O)C(=O)O)C)=O (17-(5-bromo-6-methoxyisoquinolin-1-yloxy)-13-methyl-2,14-dioxo-3,13,15-triazatricyclo[13.3.0.04,6]octadec-7-ene-4-carboxylic acid), C(=O)(N1C=NC=C1)N1C=NC=C1 (carbonyldiimidazole), azalactone, C1(CC1)S(=O)(=O)N (cyclopropylsulfonamide), C1CCC2=NCCCN2CC1 (DBU). The solvent is C1CCOC1 (THF). Run at time 12 hour. Yields the product BrC1=C2C=CN=C(C2=CC=C1OC)OC1CN2C(N(CCCCC=CC3CC3(NC(C2C1)=O)C(=O)NS(=O)(=O)C1CC1)C)=O (N-[17-(5-bromo-6-methoxyisoquinolin-1-yloxy)-13-methyl-2,14-dioxo-3,13,15-triaza-tricyclo[13.3.0.04,6]octadec-7-ene-4-carbonyl](cyclopropyl)sulfonamide). Yield: 77.8%. RXN SMILES: [Br:1][C:2]1[C:11]([O:12][CH3:13])=[CH:10][CH:9]=[C:8]2[C:3]=1[CH:4]=[CH:5][N:6]=[C:7]2[O:14][CH:15]1[CH2:32][CH:31]2[N:17]([C:18](=[O:38])[N:19]([CH3:37])[CH2:20][CH2:21][CH2:22][CH2:23][CH:24]=[CH:25][CH:26]3[C:28]([C:34](O)=[O:35])([NH:29][C:30]2=[O:33])[CH2:27]3)[CH2:16]1.C(N1C=CN=C1)(N1C=CN=C1)=O.[CH:51]1([S:54]([NH2:57])(=[O:56])=[O:55])[CH2:53][CH2:52]1.C1CCN2C(=NCCC2)CC1>C1COCC1>[Br:1][C:2]1[C:11]([O:12][CH3:13])=[CH:10][CH:9]=[C:8]2[C:3]=1[CH:4]=[CH:5][N:6]=[C:7]2[O:14][CH:15]1[CH2:32][CH:31]2[N:17]([C:18](=[O:38])[N:19]([CH3:37])[CH2:20][CH2:21][CH2:22][CH2:23][CH:24]=[CH:25][CH:26]3[C:28]([C:34]([NH:57][S:54]([CH:51]4[CH2:53][CH2:52]4)(=[O:56])=[O:55])=[O:35])([NH:29][C:30]2=[O:33])[CH2:27]3)[CH2:16]1. Reported procedure: A solution of 50 (151 mg, 0.257 mmol) and carbonyldiimidazole (162 mg, 0.437 mmol) in dry THF (10 mL) was stirred at reflux under nitrogen for 2 h. Optionally, the azalactone derivative, if desired, can be isolated. Then, the reaction mixture was cooled to room temperature and cyclopropylsulfonamide (58 mg, 0.482 mmol) and DBU (76 mg, 0.502 mmol) were added. The resulting solution was stirred at 50° C. for 12 h, then cooled to room temperature. The reaction mixture was quenched with water and ex...